Dataset: the Open Reaction Database (ORD), a public repository of structured organic reaction records. Task: describe an organic reaction: reactants, conditions, products, and yield Reactants: Cl.C(C)(C)(C)OC(=O)N[C@@H](CC1=CC=CC=C1)C(=O)O (N-tert-butoxycarbonyl-L-phenylalanine hydrochloride), NC1=CC=CC=C1 (aniline), Cl.C(C)N=C=NCCCN(C)C (1-ethyl-3-(3-dimethylaminopropyl)carbodiimide hydrochloride), OC1=CC=CC=2NN=NC21 (hydroxybenzotriazole). Run in CN(C=O)C (dimethylformamide), O (Water). Run at time 6 hour. Yields the product C(C)(C)(C)OC(=O)N[C@@H](CC1=CC=CC=C1)C(=O)NC1=CC=CC=C1 (N-tert-butoxycarbonyl-L-phenylalanylamino-benzene). Reaction SMILES: Cl.[C:2]([O:6][C:7]([NH:9][C@H:10]([C:18]([OH:20])=O)[CH2:11][C:12]1[CH:17]=[CH:16][CH:15]=[CH:14][CH:13]=1)=[O:8])([CH3:5])([CH3:4])[CH3:3].[NH2:21][C:22]1[CH:27]=[CH:26][CH:25]=[CH:24][CH:23]=1.Cl.C(N=C=NCCCN(C)C)C.OC1C2N=NNC=2C=CC=1>CN(C)C=O.O>[C:2]([O:6][C:7]([NH:9][C@H:10]([C:18]([NH:21][C:22]1[CH:27]=[CH:26][CH:25]=[CH:24][CH:23]=1)=[O:20])[CH2:11][C:12]1[CH:13]=[CH:14][CH:15]=[CH:16][CH:17]=1)=[O:8])([CH3:3])([CH3:4])[CH3:5] |f:0.1,3.4|. Procedure details: To a solution of N-tert-butoxycarbonyl-L-phenylalanine hydrochloride (2.65 g) and aniline (1.02 g) in dimethylformamide (DMF, 50 ml) were added 1-ethyl-3-(3-dimethylaminopropyl)carbodiimide hydrochloride (WSC.HCl) and hydroxybenzotriazole (HOBT, 1.5 g) at room temperature, and the mixture was stirred for 6 hours. Water was added to the reaction mixture and the mixture was extracted with ethyl acetate. The organic layer was washed successively with a 10% aqueous citric acid solution, water, a sat... Reactants: OC1=CC=C(C=C1)C1C2=CC(=CC=C2C2=CC=C3C(=C12)C=CC=C3)OC (11-(4-hydroxyphenyl)-9-methoxy-11H-benzo[a]fluorene), Cl.CN(CCCl)C (dimethyl-(2-chloroethyl)amine hydrochloride), ice, C(C)C(=O)C (methyl ethyl ketone), C([O-])([O-])=O.[K+].[K+] (potassium carbonate). Run in C(C)(=O)OCC (ethyl acetate). Conditions: temperature 25 celsius. Yields the product COC1=CC=C2C3=CC=C4C(=C3C(C2=C1)C1=CC=C(C=C1)OCCN(C)C)C=CC=C4 (9-methoxy-11-[4-(dimethylaminoethoxy)phenyl]-11H-benzo[a]fluorene). Reaction SMILES: [OH:1][C:2]1[CH:7]=[CH:6][C:5]([CH:8]2[C:20]3[C:15](=[CH:16][CH:17]=[C:18]4[CH:24]=[CH:23][CH:22]=[CH:21][C:19]4=3)[C:14]3[C:9]2=[CH:10][C:11]([O:25][CH3:26])=[CH:12][CH:13]=3)=[CH:4][CH:3]=1.C(C(C)=O)C.C(=O)([O-])[O-].[K+].[K+].Cl.[CH3:39][N:40]([CH3:44])[CH2:41][CH2:42]Cl>C(OCC)(=O)C>[CH3:26][O:25][C:11]1[CH:10]=[C:9]2[C:14]([C:15]3[C:20]([CH:8]2[C:5]2[CH:4]=[CH:3][C:2]([O:1][CH2:42][CH2:41][N:40]([CH3:44])[CH3:39])=[CH:7][CH:6]=2)=[C:19]2[CH:21]=[CH:22][CH:23]=[CH:24][C:18]2=[CH:17][CH:16]=3)=[CH:13][CH:12]=1 |f:2.3.4,5.6|. Procedure details: A 3.4 g portion of the compound of Example 1 was combined with 75 ml of methyl ethyl ketone, 6.1 g of potassium carbonate, and 2.45 g of dimethyl-(2-chloroethyl)amine hydrochloride. The mixture was stirred under reflux for 24 hours. After cooling to 25° C., 50 g of ice and 100 ml of ethyl acetate were added. The organic layer was separated, washed with brine, and concentrated to provide the crude product which was then purified on a silica gel column (120 mm high and 70 mm in diameter). The elut...